This data is from the Open Reaction Database (ORD), a public repository of structured organic reaction records. The task is: describe an organic reaction: reactants, conditions, products, and yield RXN SMILES: [Br:1][c:2]1[c:3]([N+:10](=[O:11])[O-:12])[cH:4][c:5]([CH:6]=[O:7])[cH:8][cH:9]1.[CH3:28][c:29]1[cH:30][cH:31][cH:32][cH:33][cH:34]1.[CH3:36][CH2:37][O:38][CH2:39][CH3:40].[K+:22].[K+:23].[O-:24][C:25]([O-:26])=[O:27].[OH2:35].[OH:13][B:14]([OH:15])[c:16]1[cH:17][cH:18][cH:19][cH:20][cH:21]1.[cH:41]1[cH:42][cH:43][c:44]([P:45]([Pd:46]([P:47]([c:48]2[cH:49][cH:50][cH:51][cH:52][cH:53]2)([c:54]2[cH:55][cH:56][cH:57][cH:58][cH:59]2)[c:60]2[cH:61][cH:62][cH:63][cH:64][cH:65]2)([P:66]([c:67]2[cH:68][cH:69][cH:70][cH:71][cH:72]2)([c:73]2[cH:74][cH:75][cH:76][cH:77][cH:78]2)[c:79]2[cH:80][cH:81][cH:82][cH:83][cH:84]2)[P:85]([c:86]2[cH:87][cH:88][cH:89][cH:90][cH:91]2)([c:92]2[cH:93][cH:94][cH:95][cH:96][cH:97]2)[c:98]2[cH:99][cH:100][cH:101][cH:102][cH:103]2)([c:104]2[cH:105][cH:106][cH:107][cH:108][cH:109]2)[c:110]2[cH:111][cH:112][cH:113][cH:114][cH:115]2)[cH:116][cH:117]1>>[c:2]1(-[c:16]2[cH:17][cH:18][cH:19][cH:20][cH:21]2)[c:3]([N+:10](=[O:11])[O-:12])[cH:4][c:5]([CH:6]=[O:7])[cH:8][cH:9]1. Product: O=Cc1ccc(-c2ccccc2)c([N+](=O)[O-])c1. Starting materials: O=Cc1ccc(Br)c([N+](=O)[O-])c1, Cc1ccccc1, CCOCC, [K+], [K+], O=C([O-])[O-], O, OB(O)c1ccccc1, c1ccc(P(c2ccccc2)(c2ccccc2)[Pd](P(c2ccccc2)(c2ccccc2)c2ccccc2)(P(c2ccccc2)(c2ccccc2)c2ccccc2)P(c2ccccc2)(c2ccccc2)c2ccccc2)cc1. Product: FC1=C(C=CC=C1)C=1C=C(C=NC1)N1C2CN3CC(CC(C1)C3)C2 (4-[5-(2-fluorophenyl)pyridin-3-yl]-1,4-diazatricyclo[4.3.1.13,8]undecane). As a reaction SMILES: Br[C:2]1[CH:3]=[C:4]([N:8]2[CH2:16][CH:15]3[CH2:17][N:11]4[CH2:12][CH:13]([CH2:18][CH:9]2[CH2:10]4)[CH2:14]3)[CH:5]=[N:6][CH:7]=1.[F:19][C:20]1[CH:25]=[CH:24][CH:23]=[CH:22][C:21]=1B(O)O>>[F:19][C:20]1[CH:25]=[CH:24][CH:23]=[CH:22][C:21]=1[C:2]1[CH:3]=[C:4]([N:8]2[CH2:16][CH:15]3[CH2:17][N:11]4[CH2:12][CH:13]([CH2:18][CH:9]2[CH2:10]4)[CH2:14]3)[CH:5]=[N:6][CH:7]=1. The reactants are BrC=1C=C(C=NC1)N1C2CN3CC(CC(C1)C3)C2 (4-(5-Bromopyridin-3-yl)-1,4-diazatricyclo[4.3.1.13,8]undecane), FC1=C(C=CC=C1)B(O)O (2-fluorophenylboronic acid). Reported procedure: The title compound was prepared from the product of Example 65A and 2-fluorophenylboronic acid according to General Method B: LC-MS Method D (ESI+) m/z 324.0 (M+H)+, retention time 1.30 minutes. Solvent: CN1C(CCC1)=O (N-methylpyrrolidinone). Reaction SMILES: [F:1][C:2]1[CH:3]=[C:4]([CH:17]=[CH:18][CH:19]=1)[CH2:5][NH:6][C:7]([NH:9][C:10]1[S:11][CH:12]=[C:13]([CH2:15]I)[N:14]=1)=[O:8].[OH:20][C:21]1[C:22]([C:27]([O:29][CH3:30])=[O:28])=[N:23][CH:24]=[CH:25][N:26]=1.C([O-])([O-])=O.[K+].[K+].O>CN1CCCC1=O>[F:1][C:2]1[CH:3]=[C:4]([CH:17]=[CH:18][CH:19]=1)[CH2:5][NH:6][C:7](=[O:8])[NH:9][C:10]1[S:11][CH:12]=[C:13]([CH2:15][O:20][C:21]2[C:22]([C:27]([O:29][CH3:30])=[O:28])=[N:23][CH:24]=[CH:25][N:26]=2)[N:14]=1 |f:2.3.4|. Reaction conditions: time 8 hour. The product is FC=1C=C(CNC(NC=2SC=C(N2)COC=2C(=NC=CN2)C(=O)OC)=O)C=CC1 (methyl 3-((2-(3-(3-fluorobenzyl)ureido)thiazol-4-yl)methoxy)pyrazine-2-carboxylate). Reported procedure: 1-(3-fluorobenzyl)-3-(4-(iodomethyl)thiazol-2-yl)urea (Intermediate XXIII, 1.0 mmol) and methyl 3-hydroxypyrazine-2-carboxylate (1.0 mmol) were dissolved in N-methylpyrrolidinone (3 ml) and K2CO3 (1.1 eq) was added. The mixture was stirred overnight. 20 ml water was added and the product was extracted three times with dichloromethane. The organic was dried over Na2SO4, filtered, and concentrated. The crude was purified by column chromatography using 0-70% gradient of saturated ammonia/MeOH and d... The reactants are C(=O)([O-])[O-].[K+].[K+] (K2CO3), FC=1C=C(CNC(=O)NC=2SC=C(N2)CI)C=CC1 (1-(3-fluorobenzyl)-3-(4-(iodomethyl)thiazol-2-yl)urea), FC=1C=C(CNC(=O)NC=2SC=C(N2)CI)C=CC1 (1-(3-fluorobenzyl)-3-(4-(iodomethyl)thiazol-2-yl)urea), OC=1C(=NC=CN1)C(=O)OC (methyl 3-hydroxypyrazine-2-carboxylate), O (water). The reactants are [N+](=[N-])=CC(=O)OC(C)(C)C (Tert-butyl diazoacetate), CC=1C=CC=2N(C1)C=C(N2)C2=CC=C(C(=O)OC)C=C2 (methyl 4-(6-methylimidazo[1,2-a]pyridin-2-yl)benzoate). The reagents and catalysts are [Cu] (copper). Solvent: C1(=CC=CC=C1)C (toluene). The product is C(C)(C)(C)OC(=O)CC1=C(N=C2N1C=C(C=C2)C)C2=CC=C(C(=O)OC)C=C2 (methyl 4-(3-tert-butoxycarbonylmethyl-6-methylimidazo[1,2-a]pyridin-2-yl)benzoate). The yield is 46.8%. RXN SMILES: [N+](=[CH:3][C:4]([O:6][C:7]([CH3:10])([CH3:9])[CH3:8])=[O:5])=[N-].[CH3:11][C:12]1[CH:13]=[CH:14][C:15]2[N:16]([CH:18]=[C:19]([C:21]3[CH:30]=[CH:29][C:24]([C:25]([O:27][CH3:28])=[O:26])=[CH:23][CH:22]=3)[N:20]=2)[CH:17]=1>C1(C)C=CC=CC=1.[Cu]>[C:7]([O:6][C:4]([CH2:3][C:18]1[N:16]2[CH:17]=[C:12]([CH3:11])[CH:13]=[CH:14][C:15]2=[N:20][C:19]=1[C:21]1[CH:22]=[CH:23][C:24]([C:25]([O:27][CH3:28])=[O:26])=[CH:29][CH:30]=1)=[O:5])([CH3:10])([CH3:9])[CH3:8]. Procedure: Tert-butyl diazoacetate (5 ml, 35.15 mmol) then copper powder (2.5 g) were gradually added to a refluxing solution of 9 (5.0 g, 18.8 mmol) in anhydrous toluene (150 ml). After a further 3 h of reflux, the mixture was cooled to room temperature, the suspension filtered and dried. Purification by column chromatography on silica gel (ethyl acetate-hexane, 1:1) gave methyl 4-(3-tert-butoxycarbonylmethyl-6-methylimidazo[1,2-a]pyridin-2-yl)benzoate 10 (3.35 g, 47%). The reactants are BrC1=CC=C(C=C1)CCC(=O)O (3-(4-bromophenyl)propanoic acid), [OH-].[NH4+] (ammonium hydroxide). Reagents/catalysts: CN(C=O)C (N,N-dimethylformamide). Run in S(=O)(Cl)Cl (thionyl chloride). Yields the product BrC1=CC=C(C=C1)CCC(=O)N (3-(4-bromophenyl)propanamide). As a reaction SMILES: [Br:1][C:2]1[CH:7]=[CH:6][C:5]([CH2:8][CH2:9][C:10]([OH:12])=O)=[CH:4][CH:3]=1.[OH-].[NH4+:14]>S(Cl)(Cl)=O.CN(C)C=O>[Br:1][C:2]1[CH:7]=[CH:6][C:5]([CH2:8][CH2:9][C:10]([NH2:14])=[O:12])=[CH:4][CH:3]=1 |f:1.2|. Reported procedure: To a solution of 3-(4-bromophenyl)propanoic acid (15.0 g) in thionyl chloride (24.5 g) was added catalytic amount of N,N-dimethylformamide (one drop) and refluxed for 1.5 hours under nitrogen atmosphere. After cooling to room temperature, the reaction mixture was poured slowly into 28% aqueous ammonium hydroxide solution (150 ml) at 0° C. The mixture was extracted with ethyl acetate, washed with water and brine and dried over magnesium sulfate. Filtration followed by evaporation under reduced pr...